The task is: describe an organic reaction: reactants, conditions, products, and yield. This data is from the Open Reaction Database (ORD), a public repository of structured organic reaction records. Reactants: Cl.FC=1C=C2C(=CNC2=CC1)[C@@H]([C@H](CNC)O)C1=CC(=CC=C1)F ((1S,2R)-1-(5-fluoro-1H-indol-3-yl)-1-(3-fluorophenyl)-3-(methylamino)propan-2-ol hydrochloride), FC=1C=C2C=CN(C2=CC1)[C@H]([C@@H](COS(=O)(=O)C1=CC=C(C=C1)C)O)C1=CC=CC=C1 ((2S,3S)-toluene-4-sulfonic acid 3-(5-fluoro-indol-1-yl)-2-hydroxy-3-phenyl-propyl ester), CN (methylamine). The product is Cl.FC=1C=C2C=CN(C2=CC1)[C@H]([C@@H](CNC)O)C1=CC(=CC=C1)F ((1S,2R)-1-(5-fluoro-1H-indol-1-yl)-1-(3-fluorophenyl)-3-(methyl-amino)propan-2-ol hydrochloride). As a reaction SMILES: [ClH:1].FC1C=C2C(=CC=1)NC=C2[C@H:12]([C:18]1[CH:23]=[CH:22][CH:21]=[C:20]([F:24])[CH:19]=1)[C@@H:13]([OH:17])[CH2:14][NH:15][CH3:16].[F:25][C:26]1[CH:27]=[C:28]2[C:32](=[CH:33][CH:34]=1)N([C@@H](C1C=CC=CC=1)[C@H](O)COS(C1C=CC(C)=CC=1)(=O)=O)C=[CH:29]2.[CH3:56][NH2:57]>>[ClH:1].[F:25][C:26]1[CH:27]=[C:28]2[C:32](=[CH:33][CH:34]=1)[N:57]([C@@H:12]([C:18]1[CH:23]=[CH:22][CH:21]=[C:20]([F:24])[CH:19]=1)[C@H:13]([OH:17])[CH2:14][NH:15][CH3:16])[CH:56]=[CH:29]2 |f:0.1,4.5|. Reported procedure: In an analogous manner to EXAMPLE 5, (1S,2R)-1-(5-fluoro-1H-indol-3-yl)-1-(3-fluorophenyl)-3-(methylamino)propan-2-ol hydrochloride was prepared from (2S,3S)-toluene-4-sulfonic acid 3-(5-fluoro-indol-1-yl)-2-hydroxy-3-phenyl-propyl ester and methylamine as a light tan solid. MS (ES) m/z 317.2; HRMS: calcd for C18H18F2N2O+H+, 317.14599; found (ESI, [M+H]+), 317.1472. The product is NC1=C(C(=O)NCC2=C(C=CC=C2)OC)C=CC(=C1)[N+](=O)[O-] (2-Amino-N-(2-methoxybenzyl)-4-nitrobenzamide). Reported procedure: A mixture of 9.3 g 7-nitro-1H-benzo[d][1.3]oxazine-2,4-dione (45 mmol) and 12.3 g 2-methoxybenzylamine (90 mmol) in 200 mL toluene was stirred for 30 minutes at reflux, then mixed with methylene chloride and washed repeated with water. The organic phase was dried, concentrated and the solid residue was dried and reacted further without further purification. Run at time 30 minute. Starting materials: [N+](=O)([O-])C=1C=CC2=C(NC(OC2=O)=O)C1 (7-nitro-1H-benzo[d][1.3]oxazine-2,4-dione), COC1=C(CN)C=CC=C1 (2-methoxybenzylamine), C(Cl)Cl (methylene chloride). RXN SMILES: [N+:1]([C:4]1[CH:5]=[CH:6][C:7]2[C:12](=[O:13])OC(=O)[NH:9][C:8]=2[CH:15]=1)([O-:3])=[O:2].[CH3:16][O:17][C:18]1[CH:25]=[CH:24][CH:23]=[CH:22][C:19]=1[CH2:20][NH2:21].C(Cl)Cl>C1(C)C=CC=CC=1>[NH2:9][C:8]1[CH:15]=[C:4]([N+:1]([O-:3])=[O:2])[CH:5]=[CH:6][C:7]=1[C:12]([NH:21][CH2:20][C:19]1[CH:22]=[CH:23][CH:24]=[CH:25][C:18]=1[O:17][CH3:16])=[O:13]. Solvent: C1(=CC=CC=C1)C (toluene). Reactants: O, O=S(=O)(O)O, CCCC(CCC)(C(=O)C(C(=O)OCC)C(=O)OCC)c1ccccc1. The product is CCCC1(CCC)C(=O)C(C(=O)OCC)=C(O)c2ccccc21. Reaction SMILES: [OH2:32].[S:27](=[O:28])(=[O:29])([OH:30])[OH:31].[c:1]1([C:7]([C:8](=[O:9])[CH:10]([C:11](=[O:12])[O:13][CH2:14][CH3:15])[C:16](=[O:17])[O:18][CH2:19][CH3:20])([CH2:21][CH2:22][CH3:23])[CH2:24][CH2:25][CH3:26])[cH:2][cH:3][cH:4][cH:5][cH:6]1>>[c:1]12[cH:2][cH:3][cH:4][cH:5][c:6]1[C:16]([OH:17])=[C:10]([C:11](=[O:12])[O:13][CH2:14][CH3:15])[C:8](=[O:9])[C:7]2([CH2:21][CH2:22][CH3:23])[CH2:24][CH2:25][CH3:26].